Task: describe an organic reaction: reactants, conditions, products, and yield. Dataset: the Open Reaction Database (ORD), a public repository of structured organic reaction records Starting materials: C1CCOC1, COc1cccc2c(S(=O)(=O)Cl)cn(C)c12, N. Yields the product COc1cccc2c(S(N)(=O)=O)cn(C)c12. As a reaction SMILES: [CH2:18]1[O:19][CH2:20][CH2:21][CH2:22]1.[CH3:1][O:2][c:3]1[cH:4][cH:5][cH:6][c:7]2[c:8]([S:13](=[O:14])(=[O:15])[Cl:16])[cH:9][n:10]([CH3:12])[c:11]12.[NH3:17]>>[CH3:1][O:2][c:3]1[cH:4][cH:5][cH:6][c:7]2[c:8]([S:13](=[O:14])(=[O:15])[NH2:17])[cH:9][n:10]([CH3:12])[c:11]12. The reactants are CC(C)(C)CN1Cc2c(cc(Cl)c3[nH]ncc23)CC(CC(=O)N2CCC(N3Cc4ccccc4NC3=O)CC2)C1=O, Cl, O=C1Cc2ccccc2CN1C1CCNCC1. The product is CC(C)(C)CN1Cc2c(cc(Cl)c3[nH]ncc23)CC(CC(=O)N2CCC(N3Cc4ccccc4CC3=O)CC2)C1=O. Reaction SMILES: [Cl:19][c:20]1[cH:21][c:22]2[c:23]([c:24]3[cH:25][n:26][nH:27][c:28]13)[CH2:29][N:30]([CH2:55][C:56]([CH3:57])([CH3:58])[CH3:59])[C:31](=[O:54])[CH:32]([CH2:34][C:35]([N:36]1[CH2:37][CH2:38][CH:39]([N:40]3[CH2:41][c:42]4[c:43]([cH:44][cH:45][cH:46][cH:47]4)[NH:48][C:49]3=[O:50])[CH2:51][CH2:52]1)=[O:53])[CH2:33]2.[ClH:1].[NH:2]1[CH2:3][CH2:4][CH:5]([N:8]2[CH2:9][c:10]3[cH:11][cH:12][cH:13][cH:14][c:15]3[CH2:16][C:17]2=[O:18])[CH2:6][CH2:7]1>>[N:2]1([C:35]([CH2:34][CH:32]2[C:31](=[O:54])[N:30]([CH2:55][C:56]([CH3:57])([CH3:58])[CH3:59])[CH2:29][c:23]3[c:22]([cH:21][c:20]([Cl:19])[c:28]4[c:24]3[cH:25][n:26][nH:27]4)[CH2:33]2)=[O:53])[CH2:3][CH2:4][CH:5]([N:8]2[CH2:9][c:10]3[cH:11][cH:12][cH:13][cH:14][c:15]3[CH2:16][C:17]2=[O:18])[CH2:6][CH2:7]1.